The task is: describe an organic reaction: reactants, conditions, products, and yield. This data is from the Open Reaction Database (ORD), a public repository of structured organic reaction records. Reactants: CCOCC (ether), NC=1C=C(C=C(C1OC)C(C)(C)C)C(C)=O (1-[3-amino-5-(tert-butyl)-4-methoxyphenyl]-1-ethanone), C([O-])([O-])=O.[K+].[K+] (potassium carbonate), [I-].[Na+] (sodium iodide). The solvent is CN(C=O)C (dimethylformamide), BrOBr (dibromoether). Conditions: temperature 80 celsius, time 48 hour. Product: C(C)(C)(C)C=1C=C(C=C(C1OC)N1CCOCC1)C(C)=O (1-[3-(tert-Butyl)-4-methoxy-5-morpholinophenyl]-1-ethanone). As a reaction SMILES: [NH2:1][C:2]1[CH:3]=[C:4]([C:14](=[O:16])[CH3:15])[CH:5]=[C:6]([C:10]([CH3:13])([CH3:12])[CH3:11])[C:7]=1[O:8][CH3:9].C(=O)([O-])[O-].[K+].[K+].[I-].[Na+].[CH3:25][CH2:26][O:27][CH2:28][CH3:29]>CN(C)C=O.BrOBr>[C:10]([C:6]1[CH:5]=[C:4]([C:14](=[O:16])[CH3:15])[CH:3]=[C:2]([N:1]2[CH2:29][CH2:28][O:27][CH2:26][CH2:25]2)[C:7]=1[O:8][CH3:9])([CH3:11])([CH3:12])[CH3:13] |f:1.2.3,4.5|. Reported procedure: After dissolving 1-[3-amino-5-(tert-butyl)-4-methoxyphenyl]-1-ethanone (180 g) in dimethylformamide (800 ml), dibromoether (125 ml), potassium carbonate (225 g) and sodium iodide (12.2 g) were added and the mixture was stirred at 80° C. for 48 hours. The reaction mixture was cooled to room temperature, 3 l of ether was added and the mixture was washed 3 times with water. The organic layer was dried over anhydrous magnesium sulfate, and then the solvent was distilled off under reduced pressure an... Starting materials: BrC(C(=O)OC)CC1=CC=C(C=C1)OCCC1=NC=C(C=C1)CC (methyl 2-bromo-3-(4-(2-(5-ethyl-2-pyridyl)ethoxy)phenyl)propionate), NC(=S)N (thiourea), C(C)(=O)[O-].[Na+] (sodium acetate). Solvent: C(C)O (ethanol). Yields the product C(C)C=1C=CC(=NC1)CCOC1=CC=C(CC2C(NC(S2)=N)=O)C=C1 (5-(4-(2-(5-ethyl-2-pyridyl)ethoxy)benzyl)-2-imino-4-thiazolidinone). RXN SMILES: Br[CH:2]([CH2:7][C:8]1[CH:13]=[CH:12][C:11]([O:14][CH2:15][CH2:16][C:17]2[CH:22]=[CH:21][C:20]([CH2:23][CH3:24])=[CH:19][N:18]=2)=[CH:10][CH:9]=1)[C:3](OC)=[O:4].[NH2:25][C:26]([NH2:28])=[S:27].C([O-])(=O)C.[Na+]>C(O)C>[CH2:23]([C:20]1[CH:21]=[CH:22][C:17]([CH2:16][CH2:15][O:14][C:11]2[CH:12]=[CH:13][C:8]([CH2:7][CH:2]3[S:27][C:26](=[NH:25])[NH:28][C:3]3=[O:4])=[CH:9][CH:10]=2)=[N:18][CH:19]=1)[CH3:24] |f:2.3|. Procedure details: A mixture of methyl 2-bromo-3-(4-(2-(5-ethyl-2-pyridyl)ethoxy)phenyl)propionate (28.4 g), thiourea (5.5 g), sodium acetate (6 g) and ethanol (200 ml) is heated to reflux under heating for three hours. The mixture is concentrated and the concentrate is neutralized with saturated solution of sodium hydrogencarbonate. Adding water (80 ml) and ether (40 ml) precipitates a solid from the mixture. Filtering off gives beige-coloured crystalline The reactants are NC1=NC=2C=C(C=NC2C2=C1N=C(N2CC(C)(O)C)COCC)C=2C=NC=C(C2)CO (1-{4-amino-2-(ethoxymethyl)-7-[5-(hydroxymethyl)pyridin-3-yl]-1H-imidazo[4,5-c][1,5]naphthyridin-1-yl}-2-methylpropan-2-ol), CO (Methanol), B(Br)(Br)Br (Boron tribromide), solution. Run in ClCCl (dichloromethane), ClCCl (dichloromethane). Conditions: temperature -78 celsius, time 3.5 hour. Product: NC1=NC=2C=C(C=NC2C2=C1N=C(N2CC(C)(O)C)CO)C=2C=NC=C(C2)CO (1-{4-amino-2-(hydroxymethyl)-7-[5-(hydroxymethyl)pyridin-3-yl]-1H-imidazo[4,5-c][1,5]naphthyridin-1-yl}-2-methylpropan-2-ol). Yield: 30.0%. As a reaction SMILES: [NH2:1][C:2]1[C:11]2[N:12]=[C:13]([CH2:20][O:21]CC)[N:14]([CH2:15][C:16]([CH3:19])([OH:18])[CH3:17])[C:10]=2[C:9]2[N:8]=[CH:7][C:6]([C:24]3[CH:25]=[N:26][CH:27]=[C:28]([CH2:30][OH:31])[CH:29]=3)=[CH:5][C:4]=2[N:3]=1.B(Br)(Br)Br.CO>ClCCl>[NH2:1][C:2]1[C:11]2[N:12]=[C:13]([CH2:20][OH:21])[N:14]([CH2:15][C:16]([CH3:19])([OH:18])[CH3:17])[C:10]=2[C:9]2[N:8]=[CH:7][C:6]([C:24]3[CH:25]=[N:26][CH:27]=[C:28]([CH2:30][OH:31])[CH:29]=3)=[CH:5][C:4]=2[N:3]=1. Procedure details: A suspension of 1-{4-amino-2-(ethoxymethyl)-7-[5-(hydroxymethyl)pyridin-3-yl]-1H-imidazo[4,5-c][1,5]naphthyridin-1-yl}-2-methylpropan-2-ol (627 mg, 1.48 mmol), obtained from the filtrate from the trituration in Example 68, in dichloromethane (25 mL) was cooled to −78° C. Boron tribromide (15 mL of a 1 M solution in dichloromethane) was added dropwise, and the reaction was allowed to warm to room temperature and stirred for 3.5 hours. Methanol (50 mL) was carefully added, and the resulting soluti... Starting materials: Cl, [Na+], CCOC(=O)c1cnc(-c2ccccc2OC(C)C)[nH]c1=O, [OH-]. The product is CC(C)Oc1ccccc1-c1ncc(C(=O)O)c(=O)[nH]1. RXN SMILES: [ClH:23].[Na+:25].[O:1]=[c:2]1[c:3]([C:18](=[O:19])[O:20][CH2:21][CH3:22])[cH:4][n:5][c:6](-[c:8]2[c:9]([O:14][CH:15]([CH3:16])[CH3:17])[cH:10][cH:11][cH:12][cH:13]2)[nH:7]1.[OH-:24]>>[O:1]=[c:2]1[c:3]([C:18](=[O:19])[OH:20])[cH:4][n:5][c:6](-[c:8]2[c:9]([O:14][CH:15]([CH3:16])[CH3:17])[cH:10][cH:11][cH:12][cH:13]2)[nH:7]1. Reactants: Clc1ccccc1, CC(Cl)(CC(Cl)(Cl)Cl)c1ccc(Cl)nc1. Product: C=C(CC(Cl)(Cl)Cl)c1ccc(Cl)nc1. As a reaction SMILES: [Cl:16][c:17]1[cH:18][cH:19][cH:20][cH:21][cH:22]1.[Cl:1][c:2]1[n:3][cH:4][c:5]([C:8]([CH2:9][C:10]([Cl:11])([Cl:12])[Cl:13])([CH3:14])[Cl:15])[cH:6][cH:7]1>>[Cl:1][c:2]1[n:3][cH:4][c:5]([C:8]([CH2:9][C:10]([Cl:11])([Cl:12])[Cl:13])=[CH2:14])[cH:6][cH:7]1. Starting materials: O=C1CCC(=O)N1Br, CCOC(C)=O, Clc1cc(-c2cc[nH]n2)c(OCc2ccccc2)cc1OCc1ccccc1, CCCCCC, ClCCl, O. Yields the product Clc1cc(-c2n[nH]cc2Br)c(OCc2ccccc2)cc1OCc1ccccc1. RXN SMILES: [Br:1][N:2]1[C:3](=[O:4])[CH2:5][CH2:6][C:7]1=[O:8].[C:44]([O:45][CH2:46][CH3:47])(=[O:48])[CH3:49].[CH2:9]([c:10]1[cH:11][cH:12][cH:13][cH:14][cH:15]1)[O:16][c:17]1[c:18](-[c:32]2[n:33][nH:34][cH:35][cH:36]2)[cH:19][c:20]([Cl:31])[c:21]([O:23][CH2:24][c:25]2[cH:26][cH:27][cH:28][cH:29][cH:30]2)[cH:22]1.[CH3:38][CH2:39][CH2:40][CH2:41][CH2:42][CH3:43].[Cl:50][CH2:51][Cl:52].[OH2:37]>>[Br:1][c:36]1[c:32](-[c:18]2[c:17]([O:16][CH2:9][c:10]3[cH:11][cH:12][cH:13][cH:14][cH:15]3)[cH:22][c:21]([O:23][CH2:24][c:25]3[cH:26][cH:27][cH:28][cH:29][cH:30]3)[c:20]([Cl:31])[cH:19]2)[n:33][nH:34][cH:35]1. Starting materials: O (water), [H-].[Na+] (sodium hydride), ClCC=1N=C(SC1)C (4-chloromethyl-2-methylthiazole), NC1=CC(=C(C(=O)OC)C=C1Cl)O (methyl 4-amino-5-chloro-2-hydroxybenzoate). Run in CN(C=O)C (dimethylformamide). Reaction conditions: time 30 minute. The product is NC1=CC(=C(C(=O)O)C=C1Cl)OCC=1N=C(SC1)C (4-Amino-5-chloro-2-[(2-methylthiazol-4-yl)methoxy]benzoic acid). The yield is 65.6%. Reaction SMILES: [H-].[Na+].[NH2:3][C:4]1[C:13]([Cl:14])=[CH:12][C:7]([C:8]([O:10]C)=[O:9])=[C:6]([OH:15])[CH:5]=1.Cl[CH2:17][C:18]1[N:19]=[C:20]([CH3:23])[S:21][CH:22]=1.O>CN(C)C=O>[NH2:3][C:4]1[C:13]([Cl:14])=[CH:12][C:7]([C:8]([OH:10])=[O:9])=[C:6]([O:15][CH2:17][C:18]2[N:19]=[C:20]([CH3:23])[S:21][CH:22]=2)[CH:5]=1 |f:0.1|. Reported procedure: A suspension of 60% sodium hydride/oil dispersion (0.5 g, 12.5 mmoles) in anhydrous dimethylformamide (20 ml) under nitrogen was treated with methyl 4-amino-5-chloro-2-hydroxybenzoate (2.02 g, 10 mmoles), stirred for 30 minutes, then treated with 4-chloromethyl-2-methylthiazole (1.85 g, 12.5 mmoles). The mixture was heated to 95°±5° C. for 1.5 hours, then cooled and added to water (150 ml). The aqueous mixture was extracted with ether (2×100 ml), and the combined ethereal solution was dried (MgS...